From a dataset of the Open Reaction Database (ORD), a public repository of structured organic reaction records. describe an organic reaction: reactants, conditions, products, and yield Reactants: ClC=1N=C(NC1C1=CC=C(C=C1)C(F)(F)F)C1=CCN(CC1)C1=NC=CC=C1C(F)(F)F (2-(4-(4-chloro-5-(4-(trifluoromethyl)phenyl)-1H-imidazol-2-yl)-5,6-dihydropyridin-1(2H)-yl)-3-(trifluoromethyl)pyridine), C(C)(C)(C)OC(=O)N1CCC(=CC1)B1OC(C(O1)(C)C)(C)C (4-(4,4,5,5-tetramethyl-[1,3,2]dioxaborolan-2-yl)-3,6-dihydro-2H-pyridine-1-carboxylic acid tert-butyl ester), dichloro-bis(triphenyl-phosphine) palladium (II), C([O-])([O-])=O.[Na+].[Na+] (sodium carbonate), solution. The solvent is COCCOC.O.CCO (DME H2O EtOH). Reaction conditions: temperature 130 celsius. Product: FC(C1=CC=C(C=C1)C1=C(N=C(N1)C=1CCN(CC1)C1=NC=CC=C1C(F)(F)F)C1=CCN(CC1)C(=O)OC(C)(C)C)(F)F (tert-Butyl 4-(5-(4-(trifluoromethyl)phenyl)-2-(1-(3-(trifluoromethyl)pyridin-2-yl)-1,2,3,6-tetrahydropyridin-4-yl)-1H-imidazol-4-yl)-5,6-dihydropyridine-1(2H)-carboxylate). RXN SMILES: Cl[C:2]1[N:3]=[C:4]([C:17]2[CH2:22][CH2:21][N:20]([C:23]3[C:28]([C:29]([F:32])([F:31])[F:30])=[CH:27][CH:26]=[CH:25][N:24]=3)[CH2:19][CH:18]=2)[NH:5][C:6]=1[C:7]1[CH:12]=[CH:11][C:10]([C:13]([F:16])([F:15])[F:14])=[CH:9][CH:8]=1.[C:33]([O:37][C:38]([N:40]1[CH2:45][CH:44]=[C:43](B2OC(C)(C)C(C)(C)O2)[CH2:42][CH2:41]1)=[O:39])([CH3:36])([CH3:35])[CH3:34].C(=O)([O-])[O-].[Na+].[Na+]>COCCOC.O.CCO>[F:16][C:13]([F:14])([F:15])[C:10]1[CH:11]=[CH:12][C:7]([C:6]2[NH:5][C:4]([C:17]3[CH2:22][CH2:21][N:20]([C:23]4[C:28]([C:29]([F:31])([F:32])[F:30])=[CH:27][CH:26]=[CH:25][N:24]=4)[CH2:19][CH:18]=3)=[N:3][C:2]=2[C:43]2[CH2:42][CH2:41][N:40]([C:38]([O:37][C:33]([CH3:34])([CH3:35])[CH3:36])=[O:39])[CH2:45][CH:44]=2)=[CH:8][CH:9]=1 |f:2.3.4,5.6.7|. Procedure: A mixture of 2-(4-(4-chloro-5-(4-(trifluoromethyl)phenyl)-1H-imidazol-2-yl)-5,6-dihydropyridin-1(2H)-yl)-3-(trifluoromethyl)pyridine (60 mg, 0.127 mmol, Example 23(c)), 4-(4,4,5,5-tetramethyl-[1,3,2]dioxaborolan-2-yl)-3,6-dihydro-2H-pyridine-1-carboxylic acid tert-butyl ester (59 mg, 0.19 mmol, Chemshop), dichloro-bis(triphenyl-phosphine) palladium (II) (5 mg, 0.006 mmol, Aldrich), sodium carbonate (27 mg, 0.254 mmol), and DME/H2O/EtOH (7:3:2) solution (0.8 mL) was heated at 130° C. in a microwa... The reactants are CSC(NN=CC=1N=C(NC1C)C1=CC=CC=C1)=S (3-[(5-methyl-2-phenyl-4-imidazolyl)methylene]-dithiocarbazic acid methyl ester), CSC(NN=CC=1N=C(NC1CC)C1=CC=CC=C1)=S (3-[(5-ethyl-2-phenyl-4-imidazolyl)methylene]dithiocarbazic acid methyl ester). Yields the product C(C)C=1N=C(N2C(NN=CC21)=S)C2=CC=CC=C2 (8-Ethyl-6-phenyl-imidazo[1,5-d]-as-triazine-4(3H)-thione). Reaction SMILES: CSC(=S)NN=CC1N=C(C2C=CC=CC=2)NC=1C.C[S:21][C:22](=S)[NH:23][N:24]=[CH:25][C:26]1[N:27]=[C:28]([C:33]2[CH:38]=[CH:37][CH:36]=[CH:35][CH:34]=2)[NH:29][C:30]=1[CH2:31][CH3:32]>>[CH2:31]([C:30]1[N:29]=[C:28]([C:33]2[CH:38]=[CH:37][CH:36]=[CH:35][CH:34]=2)[N:27]2[C:26]=1[CH:25]=[N:24][NH:23][C:22]2=[S:21])[CH3:32]. Reported procedure: The general procedure of Example 62 is repeated but replacing the 3-[(5-methyl-2-phenyl-4-imidazolyl)methylene]-dithiocarbazic acid methyl ester employed in that example with 3-[(5-ethyl-2-phenyl-4-imidazolyl)methylene]dithiocarbazic acid methyl ester.